Dataset: the Open Reaction Database (ORD), a public repository of structured organic reaction records. Task: describe an organic reaction: reactants, conditions, products, and yield The reactants are ice, BrCC (bromoethane), [H-].[Na+] (NaH), OC1=CC=C2C=CC(=CC2=C1)S(=O)(=O)O (7-hydroxynaphthalene-2-sulfonic acid), [Na] (sodium), [H-].[Na+] (sodium hydride). The solvent is CN(C)C=O (DMF), CN(C)C=O (DMF), hexanes. Conditions: time 75 minute. Yields the product C(C)OC1=CC=C2C=CC(=CC2=C1)S(=O)(=O)O (7-ethoxynaphthalene-2-sulfonic acid), [Na] (sodium). As a reaction SMILES: [H-].[Na+].[OH:3][C:4]1[CH:13]=[C:12]2[C:7]([CH:8]=[CH:9][C:10]([S:14]([OH:17])(=[O:16])=[O:15])=[CH:11]2)=[CH:6][CH:5]=1.[Na:18].Br[CH2:20][CH3:21]>CN(C=O)C>[CH2:20]([O:3][C:4]1[CH:13]=[C:12]2[C:7]([CH:8]=[CH:9][C:10]([S:14]([OH:17])(=[O:15])=[O:16])=[CH:11]2)=[CH:6][CH:5]=1)[CH3:21].[Na:18] |f:0.1,^1:17,43|. Procedure details: A 60% dispersion of sodium hydride (0.74 g, 18.45 mmol) in mineral oil is washed with hexanes twice and suspended in 35 mL of DMF. To this mixture is added slowly via an addition funnel 7-hydroxynaphthalene-2-sulfonic acid, sodium salt (2.5 g, 10.1 mmol) in 50 mL of DMF at room temperature. The reaction mixture is stirred for 75 min during which time mild bubbling is observed (H2 evolution). The mixture is treated with bromoethane (2.42 mL, 32.5 mmol) and stirred for 16 hours at room temperature... Starting materials: C(C)(C)(C)OC(=O)N[C@@H](CC1=CC=C(C=C1)O)C(=O)O (N-(tert-butoxycarbonyl)-L-tyrosine), CN1CCOCC1 (N-methylmorpholine), C=1C=CC2=C(C1)N=NN2O (HOBt), CCN=C=NCCCN(C)C.Cl (WSCI.HCl), Cl.CN (methylamine hydrochloride), O.ON1N=NC2=C1C=CC=C2 (1-hydroxybenzotriazole monohydrate), Cl.C(C)N=C=NCCCN(C)C (1-ethyl-3-(3-dimethylaminopropyl)carbodiimide hydrochloride). The solvent is O (H2O), CN(C)C=O (DMF), O (water). Run at temperature 10 celsius, time 70 hour. The product is CNC([C@@H](NC(=O)OC(C)(C)C)CC1=CC=C(C=C1)O)=O (Nα-(tert-butoxycarbonyl)-L-tyrosine N-methylamide). The yield is 84.0%. As a reaction SMILES: [C:1]([O:5][C:6]([NH:8][C@H:9]([C:18]([OH:20])=O)[CH2:10][C:11]1[CH:16]=[CH:15][C:14]([OH:17])=[CH:13][CH:12]=1)=[O:7])([CH3:4])([CH3:3])[CH3:2].Cl.CN.O.O[N:26]1[C:30]2C=CC=CC=2N=N1.C1C=CC2N(O)N=NC=2C=1.CN1CCOCC1.Cl.C(N=C=NCCCN(C)C)C>CN(C=O)C.O>[CH3:30][NH:26][C:18](=[O:20])[C@H:9]([CH2:10][C:11]1[CH:16]=[CH:15][C:14]([OH:17])=[CH:13][CH:12]=1)[NH:8][C:6]([O:5][C:1]([CH3:4])([CH3:3])[CH3:2])=[O:7] |f:1.2,3.4,7.8|. Reported procedure: To a solution of N-(tert-butoxycarbonyl)-L-tyrosine (300 g, 1.07 mol) in DMF (2 L) were successively added methylamine hydrochloride (86.4 g, 1.28 mol), 1-hydroxybenzotriazole monohydrate (163 g, 1.07 mol, hereinafter to be abbreviated as HOBt.H2O), N-methylmorpholine (258 mL, 2.35 mol) and 1-ethyl-3-(3-dimethylaminopropyl)carbodiimide hydrochloride (245 g, 1.28 mol, hereinafter to be abbreviated as WSCI.HCl), under ice-cooling (internal temperature 10° C.). The reaction mixture was stirred for ...